From a dataset of the Open Reaction Database (ORD), a public repository of structured organic reaction records. describe an organic reaction: reactants, conditions, products, and yield Reactants: COC(=O)c1ccc(C=O)cc1, CCOC(C)=O, CCCCCC, NC1c2ccccc2CCC1Cc1ccccc1. Product: COC(=O)c1ccc(CNC2c3ccccc3CCC2Cc2ccccc2)cc1. RXN SMILES: [C:19](=[O:20])([O:21][CH3:22])[c:23]1[cH:24][cH:25][c:26]([CH:27]=[O:28])[cH:29][cH:30]1.[C:37]([O:38][CH2:39][CH3:40])(=[O:41])[CH3:42].[CH3:31][CH2:32][CH2:33][CH2:34][CH2:35][CH3:36].[NH2:1][CH:2]1[CH:3]([CH2:12][c:13]2[cH:14][cH:15][cH:16][cH:17][cH:18]2)[CH2:4][CH2:5][c:6]2[cH:7][cH:8][cH:9][cH:10][c:11]21>>[NH:1]([CH:2]1[CH:3]([CH2:12][c:13]2[cH:14][cH:15][cH:16][cH:17][cH:18]2)[CH2:4][CH2:5][c:6]2[cH:7][cH:8][cH:9][cH:10][c:11]21)[CH2:27][c:26]1[cH:25][cH:24][c:23]([C:19](=[O:20])[O:21][CH3:22])[cH:30][cH:29]1. Reactants: O=C([O-])[O-], Cc1ccc2c(Nc3cccc(C#C[Si](C)(C)C)c3)nccc2c1Nc1ncccc1-c1ccncn1, CO, [K+], [K+], O. Reaction SMILES: [C:38](=[O:39])([O-:40])[O-:41].[CH3:1][c:2]1[c:3]([NH:25][c:26]2[n:27][cH:28][cH:29][cH:30][c:31]2-[c:32]2[n:33][cH:34][n:35][cH:36][cH:37]2)[c:4]2[cH:5][cH:6][n:7][c:8]([NH:12][c:13]3[cH:14][c:15]([C:19]#[C:20][Si:21]([CH3:22])([CH3:23])[CH3:24])[cH:16][cH:17][cH:18]3)[c:9]2[cH:10][cH:11]1.[CH3:44][OH:45].[K+:42].[K+:43].[OH2:46]>>[CH3:1][c:2]1[c:3]([NH:25][c:26]2[n:27][cH:28][cH:29][cH:30][c:31]2-[c:32]2[n:33][cH:34][n:35][cH:36][cH:37]2)[c:4]2[cH:5][cH:6][n:7][c:8]([NH:12][c:13]3[cH:14][c:15]([C:19]#[CH:20])[cH:16][cH:17][cH:18]3)[c:9]2[cH:10][cH:11]1. The product is C#Cc1cccc(Nc2nccc3c(Nc4ncccc4-c4ccncn4)c(C)ccc23)c1. RXN SMILES: [Br:1][c:2]1[cH:3][c:4]([O:12][CH3:13])[c:5]([O:10][CH3:11])[cH:6][c:7]1[CH:8]=[O:9].[CH:23]([O:24][CH:25]([CH3:26])[CH3:27])([CH3:28])[CH3:29].[SH:14][CH2:15][CH2:16][CH2:17][C:18](=[O:19])[O:20][CH2:21][CH3:22]>>[c:2]1([S:14][CH2:15][CH2:16][CH2:17][C:18](=[O:19])[O:20][CH2:21][CH3:22])[cH:3][c:4]([O:12][CH3:13])[c:5]([O:10][CH3:11])[cH:6][c:7]1[CH:8]=[O:9]. The product is CCOC(=O)CCCSc1cc(OC)c(OC)cc1C=O. Reactants: COc1cc(Br)c(C=O)cc1OC, CC(C)OC(C)C, CCOC(=O)CCCS. Reactants: CCCCCCCCCCCCCCOc1ccc(CN(C(C)=O)c2cccc(CBr)c2)cc1, Cc1cncs1, Cc1ccccc1. Yields the product [Br-], CCCCCCCCCCCCCCOc1ccc(CN(C(C)=O)c2cccc(C[n+]3csc(C)c3)c2)cc1. Reaction SMILES: [Br:1][CH2:2][c:3]1[cH:4][c:5]([N:9]([C:10]([CH3:11])=[O:12])[CH2:13][c:14]2[cH:15][cH:16][c:17]([O:20][CH2:21][CH2:22][CH2:23][CH2:24][CH2:25][CH2:26][CH2:27][CH2:28][CH2:29][CH2:30][CH2:31][CH2:32][CH2:33][CH3:34])[cH:18][cH:19]2)[cH:6][cH:7][cH:8]1.[CH3:35][c:36]1[cH:37][n:38][cH:39][s:40]1.[CH3:41][c:42]1[cH:43][cH:44][cH:45][cH:46][cH:47]1>>[Br-:1].[CH2:2]([c:3]1[cH:4][c:5]([N:9]([C:10]([CH3:11])=[O:12])[CH2:13][c:14]2[cH:15][cH:16][c:17]([O:20][CH2:21][CH2:22][CH2:23][CH2:24][CH2:25][CH2:26][CH2:27][CH2:28][CH2:29][CH2:30][CH2:31][CH2:32][CH2:33][CH3:34])[cH:18][cH:19]2)[cH:6][cH:7][cH:8]1)[n+:38]1[cH:37][c:36]([CH3:35])[s:40][cH:39]1. Starting materials: O.N1(C)C(=O)N(C)C=2N=CN(C2C1=O)CC(=O)[O-].C(C)OC=1C=C(CC2=[NH+]CCC3=CC(=C(C=C23)OCC)OCC)C=CC1OCC (1-(3',4'-diethoxy-benzyl)6,7-diethoxy-3,4-dihydro-isoquinolinium-theophylline-7-acetate-monohydrate). The solvent is CC(=O)C (acetone). Reaction conditions: time 5 hour. Product: C(C)OC=1C=C(CC2=[NH+]CCC3=CC(=C(C=C23)OCC)OCC)C=CC1OCC.N1(C)C(=O)N(C)C=2N=CN(C2C1=O)CC(=O)[O-] (1-(3',4'-diethoxy-benzyl)-6,7-diethoxy-3,4-dihydro-isoquinolinium theophylline-7-acetate). The yield is 96.7%. RXN SMILES: O.[N:2]1([C:13](=[O:14])[C:12]2[N:11]([CH2:15][C:16]([O-:18])=[O:17])[CH:10]=[N:9][C:8]=2[N:6]([CH3:7])[C:4]1=[O:5])[CH3:3].[CH2:19]([O:21][C:22]1[CH:23]=[C:24]([CH:42]=[CH:43][C:44]=1[O:45][CH2:46][CH3:47])[CH2:25][C:26]1[C:35]2[C:30](=[CH:31][C:32]([O:39][CH2:40][CH3:41])=[C:33]([O:36][CH2:37][CH3:38])[CH:34]=2)[CH2:29][CH2:28][NH+:27]=1)[CH3:20]>CC(C)=O>[CH2:19]([O:21][C:22]1[CH:23]=[C:24]([CH:42]=[CH:43][C:44]=1[O:45][CH2:46][CH3:47])[CH2:25][C:26]1[C:35]2[C:30](=[CH:31][C:32]([O:39][CH2:40][CH3:41])=[C:33]([O:36][CH2:37][CH3:38])[CH:34]=2)[CH2:29][CH2:28][NH+:27]=1)[CH3:20].[N:2]1([C:13](=[O:14])[C:12]2[N:11]([CH2:15][C:16]([O-:18])=[O:17])[CH:10]=[N:9][C:8]=2[N:6]([CH3:7])[C:4]1=[O:5])[CH3:3] |f:0.1.2,4.5|. Procedure details: Into a 250 ml four-necked flask equipped with a stirrer 25 g of 1-(3',4'-diethoxy-benzyl)6,7-diethoxy-3,4-dihydro-isoquinolinium-theophylline-7-acetate-monohydrate and 250 ml of anhydrous acetone are weighed in. The reaction mixture is stirred at room temperature for 5 hours. The crystalline product is transformed into a loose yellowish-white thick substance, which is filtered, washed twice with 20 ml of acetone each and dried. Thus 23.5 g of the desired compound are obtained, yield 96.5%. mp: 1... Procedure details: 1,2-Bis(5-bromo-2-methyl-3-thienyl)hexafluorocyclopentene (1.0 g 0.002 mol) was dissolved in dimethoxyethane (50 ml), and palladium tetra(triphenylphosphine) (120 mg) was added to the mixture which was stirred for 5 minutes under argon atmosphere. With 4-methyl-2-thienyl boric acid (852 mg, 0.006 mol) and an aqueous solution of potassium carbonate (0.1 mol dm-3, 10 ml) were added, the reaction mixture was refluxed for two hours. It was then concentrated under reduced pressures, extracted with di... As a reaction SMILES: Br[C:2]1[S:6][C:5]([CH3:7])=[C:4]([C:8]2[C:12]([F:14])([F:13])[C:11]([F:16])([F:15])[C:10]([F:18])([F:17])[C:9]=2[C:19]2[CH:23]=[C:22](Br)[S:21][C:20]=2[CH3:25])[CH:3]=1.[CH3:26][C:27]1[CH:28]=[C:29](OB(O)O)[S:30][CH:31]=1.C(=O)([O-])[O-].[K+].[K+].[CH2:42]([CH2:45]OC)OC>C1(P(C2C=CC=CC=2)C2C=CC=CC=2)C=CC=CC=1.C1(P(C2C=CC=CC=2)C2C=CC=CC=2)C=CC=CC=1.C1(P(C2C=CC=CC=2)C2C=CC=CC=2)C=CC=CC=1.C1(P(C2C=CC=CC=2)C2C=CC=CC=2)C=CC=CC=1.[Pd]>[CH3:25][C:20]1[S:21][C:22]([C:5]2[S:6][CH:2]=[C:42]([CH3:45])[CH:4]=2)=[CH:23][C:19]=1[C:9]1[C:10]([F:17])([F:18])[C:11]([F:15])([F:16])[C:12]([F:13])([F:14])[C:8]=1[C:4]1[CH:3]=[C:2]([C:29]2[S:30][CH:31]=[C:27]([CH3:26])[CH:28]=2)[S:6][C:5]=1[CH3:7] |f:2.3.4,6.7.8.9.10|. Product: CC=1SC(=CC1C1=C(C(C(C1(F)F)(F)F)(F)F)C1=C(SC(=C1)C=1SC=C(C1)C)C)C=1SC=C(C1)C (1,2-bis[2-methyl-5-(4-methyl-2-thienyl)-3-thienyl]hexafluorocyclopentene). Run at time 5 minute. The reagents and catalysts are C1(=CC=CC=C1)P(C1=CC=CC=C1)C1=CC=CC=C1.C1(=CC=CC=C1)P(C1=CC=CC=C1)C1=CC=CC=C1.C1(=CC=CC=C1)P(C1=CC=CC=C1)C1=CC=CC=C1.C1(=CC=CC=C1)P(C1=CC=CC=C1)C1=CC=CC=C1.[Pd] (palladium tetra(triphenylphosphine)). The reactants are CC=1C=C(SC1)OB(O)O (4-methyl-2-thienyl boric acid), C([O-])([O-])=O.[K+].[K+] (potassium carbonate), BrC1=CC(=C(S1)C)C1=C(C(C(C1(F)F)(F)F)(F)F)C1=C(SC(=C1)Br)C (1,2-Bis(5-bromo-2-methyl-3-thienyl)hexafluorocyclopentene), C(OC)COC (dimethoxyethane).